From a dataset of the Open Reaction Database (ORD), a public repository of structured organic reaction records. describe an organic reaction: reactants, conditions, products, and yield Run in CO.C1CCOC1 (MeOH THF). Starting materials: C(C)(C)(C)O[C@H](C(=O)OCC)C1=C(C2=C(N=C(S2)C2=CC(=CC=C2)C=2C=NC=NC2)C=C1C)C1=CC=C(C=C1)Cl ((S)-ethyl 2-tert-butoxy-2-(7-(4-chlorophenyl)-5-methyl-2-(3-(pyrimidin-5-yl)phenyl)benzo[d]thiazol-6-yl)acetate), [OH-].[Na+] (NaOH). Reaction SMILES: [C:1]([O:5][C@@H:6]([C:12]1[C:32]([CH3:33])=[CH:31][C:15]2[N:16]=[C:17]([C:19]3[CH:24]=[CH:23][CH:22]=[C:21]([C:25]4[CH:26]=[N:27][CH:28]=[N:29][CH:30]=4)[CH:20]=3)[S:18][C:14]=2[C:13]=1[C:34]1[CH:39]=[CH:38][C:37]([Cl:40])=[CH:36][CH:35]=1)[C:7]([O:9]CC)=[O:8])([CH3:4])([CH3:3])[CH3:2].[OH-].[Na+]>CO.C1COCC1>[C:1]([O:5][C@@H:6]([C:12]1[C:32]([CH3:33])=[CH:31][C:15]2[N:16]=[C:17]([C:19]3[CH:24]=[CH:23][CH:22]=[C:21]([C:25]4[CH:26]=[N:27][CH:28]=[N:29][CH:30]=4)[CH:20]=3)[S:18][C:14]=2[C:13]=1[C:34]1[CH:35]=[CH:36][C:37]([Cl:40])=[CH:38][CH:39]=1)[C:7]([OH:9])=[O:8])([CH3:4])([CH3:2])[CH3:3] |f:1.2,3.4|. Yields the product C(C)(C)(C)O[C@H](C(=O)O)C1=C(C2=C(N=C(S2)C2=CC(=CC=C2)C=2C=NC=NC2)C=C1C)C1=CC=C(C=C1)Cl ((S)-2-tert-butoxy-2-(7-(4-chlorophenyl)-5-methyl-2-(3-(pyrimidin-5-yl)phenyl)benzo[d]thiazol-6-yl)acetic acid). Reported procedure: The reaction mixture of (S)-ethyl 2-tert-butoxy-2-(7-(4-chlorophenyl)-5-methyl-2-(3-(pyrimidin-5-yl)phenyl)benzo[d]thiazol-6-yl)acetate (9 mg, 0.0157 mmol), excess NaOH, in MeOH/THF (1:1, 2 mL) was heated at 45° C. overnight. After reaction finished, the solvent was removed and the residue was dissolved in MeOH and purified by reverse phase HPLC, eluting by 0-100% acetonitrile in H2O with 0.1% TFA to give the product. LCMS-ESI+: calc'd for C30H26ClN3O3S: 544.1 (M+H+); Found: 544.2 (M+H+). 1H NMR... Procedure: In a manner similar to that of Example 7j, starting with 0.06 g (0.14 mmol) of methyl 2(S)-ethoxy-3-{4-[2-(1-methyl-3-pentylureido)thiazol-5-yl]phenyl}propanoate and 0.2 ml (0.2 mmol) of aqueous 1M lithium hydroxide solution, 0.05 g (86%) of 2(S)-ethoxy-3-{4-[2-(1-methyl-3-pentylureido)thiazol-5-yl]phenyl}propanoic acid is obtained in the form of a white solid with a melting point of 114° C. The reactants are C(C)O[C@H](C(=O)OC)CC1=CC=C(C=C1)C1=CN=C(S1)N(C(=O)NCCCCC)C (methyl 2(S)-ethoxy-3-{4-[2-(1-methyl-3-pentylureido)thiazol-5-yl]phenyl}propanoate), [OH-].[Li+] (lithium hydroxide). Reaction SMILES: [CH2:1]([O:3][C@@H:4]([CH2:9][C:10]1[CH:15]=[CH:14][C:13]([C:16]2[S:20][C:19]([N:21]([CH3:30])[C:22]([NH:24][CH2:25][CH2:26][CH2:27][CH2:28][CH3:29])=[O:23])=[N:18][CH:17]=2)=[CH:12][CH:11]=1)[C:5]([O:7]C)=[O:6])[CH3:2].[OH-].[Li+]>>[CH2:1]([O:3][C@@H:4]([CH2:9][C:10]1[CH:15]=[CH:14][C:13]([C:16]2[S:20][C:19]([N:21]([CH3:30])[C:22]([NH:24][CH2:25][CH2:26][CH2:27][CH2:28][CH3:29])=[O:23])=[N:18][CH:17]=2)=[CH:12][CH:11]=1)[C:5]([OH:7])=[O:6])[CH3:2] |f:1.2|. Isolated yield 85.1%. Product: C(C)O[C@H](C(=O)O)CC1=CC=C(C=C1)C1=CN=C(S1)N(C(=O)NCCCCC)C (2(S)-ethoxy-3-{4-[2-(1-methyl-3-pentylureido)thiazol-5-yl]phenyl}propanoic acid). The reactants are COC(=O)CC(C1CCN(C(=O)OCc2ccccc2)CC1)N1CCN(C(=O)OC(C)(C)C)CC1=O, CCOC(C)=O, Cl. Yields the product COC(=O)CC(C1CCN(C(=O)OCc2ccccc2)CC1)N1CCNCC1=O. Reaction SMILES: [CH2:1]([c:2]1[cH:3][cH:4][cH:5][cH:6][cH:7]1)[O:8][C:9](=[O:10])[N:11]1[CH2:12][CH2:13][CH:14]([CH:17]([CH2:18][C:19](=[O:20])[O:21][CH3:22])[N:23]2[C:24](=[O:36])[CH2:25][N:26]([C:29]([O:30][C:31]([CH3:32])([CH3:33])[CH3:34])=[O:35])[CH2:27][CH2:28]2)[CH2:15][CH2:16]1.[CH3:38][CH2:39][O:40][C:41](=[O:42])[CH3:43].[ClH:37]>>[CH2:1]([c:2]1[cH:3][cH:4][cH:5][cH:6][cH:7]1)[O:8][C:9](=[O:10])[N:11]1[CH2:12][CH2:13][CH:14]([CH:17]([CH2:18][C:19](=[O:20])[O:21][CH3:22])[N:23]2[C:24](=[O:36])[CH2:25][NH:26][CH2:27][CH2:28]2)[CH2:15][CH2:16]1.